This data is from the Open Reaction Database (ORD), a public repository of structured organic reaction records. The task is: describe an organic reaction: reactants, conditions, products, and yield The reactants are N,N-triethylamine, FC(C(=O)OC(C(F)(F)F)=O)(F)F ((2,2,2-trifluoroacetyl)-2,2,2-trifluoroacetate), C(N)(=O)C1N(CCC(C1)(F)F)C(=O)OC(C)(C)C (tert-butyl 2-carbamoyl-4,4-difluoro-piperidine-1-carboxylate), C(N)(=O)C1N(CCC(C1)(F)F)C(=O)OC(C)(C)C (tert-butyl 2-carbamoyl-4,4-difluoropiperidine-1-carboxylate). Run in C(Cl)Cl (CH2Cl2), C(=O)(O)[O-].[Na+] (NaHCO3). Reaction conditions: time 15 minute. The product is C(#N)C1N(CCC(C1)(F)F)C(=O)OC(C)(C)C (tert-butyl 2-cyano-4,4-difluoropiperidine-1-carboxylate). Reaction SMILES: [C:1]([CH:4]1[CH2:9][C:8]([F:11])([F:10])[CH2:7][CH2:6][N:5]1[C:12]([O:14][C:15]([CH3:18])([CH3:17])[CH3:16])=[O:13])(=O)[NH2:2].FC(F)(F)C(OC(=O)C(F)(F)F)=O>C(Cl)Cl.C([O-])(O)=O.[Na+]>[C:1]([CH:4]1[CH2:9][C:8]([F:11])([F:10])[CH2:7][CH2:6][N:5]1[C:12]([O:14][C:15]([CH3:18])([CH3:17])[CH3:16])=[O:13])#[N:2] |f:3.4|. Procedure: To a solution of tert-butyl 2-carbamoyl-4,4-difluoro-piperidine-1-carboxylate, 13g, (1.72 g, 6.51 mmol) in CH2Cl2 (50 mL) was added was N,N-triethylamine (2.03 mL, 14.61 mmol) followed by the dropwise addition of (2,2,2-trifluoroacetyl)-2,2,2-trifluoroacetate (1.02 mL, 7.32 mmol). After 15 minutes, the mixture was diluted with aqueous saturated NaHCO3 solution and the layers were separated. The organic phase was washed with water, dried over Na2SO4, filtered and evaporated to dryness. The crude ... The reactants are FC=1C=C2C(N(C(NC2=CC1[N+](=O)[O-])=O)NS(=O)(=O)C)=O (N-(6-Fluoro-7-nitro-2,4-dioxo-1,4-dihydro-2H-quinazolin-3-yl) -methanesulfonamide), N[C@H](CO)C1=CC=CC=C1 ((S)-2-amino-2-phenyl-ethanol). Product: OC[C@H](C1=CC=CC=C1)NC=1C=C2C(N(C(NC2=CC1[N+](=O)[O-])=O)NS(=O)(=O)C)=O (N-[6-((S)-2-Hydroxy-1-phenyl-ethylamino)-7-nitro-2,4-dioxo-1,4-dihydro-2H-quinazolin-3-yl]-methanesulfonamide). Yield: 76.0%. As a reaction SMILES: F[C:2]1[CH:3]=[C:4]2[C:9](=[CH:10][C:11]=1[N+:12]([O-:14])=[O:13])[NH:8][C:7](=[O:15])[N:6]([NH:16][S:17]([CH3:20])(=[O:19])=[O:18])[C:5]2=[O:21].[NH2:22][C@@H:23]([C:26]1[CH:31]=[CH:30][CH:29]=[CH:28][CH:27]=1)[CH2:24][OH:25]>>[OH:25][CH2:24][C@@H:23]([NH:22][C:2]1[CH:3]=[C:4]2[C:9](=[CH:10][C:11]=1[N+:12]([O-:14])=[O:13])[NH:8][C:7](=[O:15])[N:6]([NH:16][S:17]([CH3:20])(=[O:19])=[O:18])[C:5]2=[O:21])[C:26]1[CH:31]=[CH:30][CH:29]=[CH:28][CH:27]=1. Procedure details: N-(6-Fluoro-7-nitro-2,4-dioxo-1,4-dihydro-2H-quinazolin-3-yl) -methanesulfonamide (30 mg, 0.0943 mmol) is reacted with (S)-2-amino-2-phenyl-ethanol according to the GPA affording 25.8 mg (76%) of a red powder. Rt=4.10 min. Procedure details: 60% Sodium hydride in oil (0.47 g) was added portionwise to a solution of diethyl malonate (3.4 g) in N,N-dimethylformamide (20 ml) and under ice-cooling a solution of 5-bromomethyl-4-(3-chlorophenyl)-2-methyloxazole (3 g) in N,N-dimethylformamide (10 ml) was added. The mixture was stirred under ice-cooling for 30 minutes, diluted with water and extracted with ethyl ether. The ethyl ether layer was washed with water and dried over anhydrous magnesium sulfate. The solvent was then distilled off a... Run in CN(C=O)C (N,N-dimethylformamide), O (water), oil, CN(C=O)C (N,N-dimethylformamide). The reactants are BrCC1=C(N=C(O1)C)C1=CC(=CC=C1)Cl (5-bromomethyl-4-(3-chlorophenyl)-2-methyloxazole), [H-].[Na+] (Sodium hydride), C(CC(=O)OCC)(=O)OCC (diethyl malonate). The product is ClC=1C=C(C=CC1)C=1N=C(OC1CCC(=O)O)C (4-(3-chlorophenyl)-2-methyloxazole-5-propionic acid). RXN SMILES: [H-].[Na+].C(OCC)(=O)[CH2:4][C:5]([O:7]CC)=[O:6].Br[CH2:15][C:16]1[O:20][C:19]([CH3:21])=[N:18][C:17]=1[C:22]1[CH:27]=[CH:26][CH:25]=[C:24]([Cl:28])[CH:23]=1>CN(C)C=O.O>[Cl:28][C:24]1[CH:23]=[C:22]([C:17]2[N:18]=[C:19]([CH3:21])[O:20][C:16]=2[CH2:15][CH2:4][C:5]([OH:7])=[O:6])[CH:27]=[CH:26][CH:25]=1 |f:0.1|. Reactants: ClC1=C(NC2=C(C3=C(S2)C=CC=C3)C(=O)OCC)C(=CC=C1Cl)[N+](=O)[O-] (ethyl 2-(2,3-dichloro-6-nitroanilino)benzo[b]thiophene-3-carboxylate), crude crystals, [Sn+2] (tin(II)), NC1=C(C2=C(S1)C=CC=C2)C(=O)OCC (ethyl 2-aminobenzo[b]thiophene-3-carboxylate), ClC1=C(C=CC(=C1Cl)Cl)[N+](=O)[O-] (2,3,4-trichloronitrobenzene), Cl (hydrochloric acid). Run in C(C)O (ethanol), CS(=O)C (dimethyl sulfoxide). The product is dihydrate, NC1=CC=C(C(=C1NC1=C(C2=C(S1)C=CC=C2)C(=O)OCC)Cl)Cl (ethyl 2-(6-amino-2,3-dichloroanilino)benzo[b]thiophene-3-carboxylate). As a reaction SMILES: NC1SC2C=CC=CC=2C=1C(OCC)=O.ClC1C(Cl)=C(Cl)C=CC=1[N+]([O-])=O.[Cl:28][C:29]1[C:49]([Cl:50])=[CH:48][CH:47]=[C:46]([N+:51]([O-])=O)[C:30]=1[NH:31][C:32]1[S:36][C:35]2[CH:37]=[CH:38][CH:39]=[CH:40][C:34]=2[C:33]=1[C:41]([O:43][CH2:44][CH3:45])=[O:42].Cl.[Sn+2]>C(O)C.CS(C)=O>[NH2:51][C:46]1[C:30]([NH:31][C:32]2[S:36][C:35]3[CH:37]=[CH:38][CH:39]=[CH:40][C:34]=3[C:33]=2[C:41]([O:43][CH2:44][CH3:45])=[O:42])=[C:29]([Cl:28])[C:49]([Cl:50])=[CH:48][CH:47]=1. Procedure: In the same manner as in Starting Material Synthesis Example 4 and using ethyl 2-aminobenzo[b]thiophene-3-carboxylate (6.6 g), 2,3,4-trichloronitrobenzene (7.0 g) and dimethyl sulfoxide (70 ml), crude crystals (12 g) of ethyl 2-(2,3-dichloro-6-nitroanilino)benzo[b]thiophene-3-carboxylate were obtained. Without purification, in the same manner as in Starting Material Synthesis Example 21 and using ethanol (40 ml), 18% hydrochloric acid (60 ml) and tin(II) chlorihe.dihydrate (24.6 g), ethyl 2-(6-a... The reactants are BrC1=CC(=C(C=C1)N1C(=NC=C1CN1C(C=2C(C1=O)=CC=CC2)=O)CN(C)C)C(=O)C2=NC=CC=C2 (N-[[1-[4-bromo2-(2-pyridylcarbonyl)phenyl]-2-[(dimethylamino)methyl]-imidazol-5-yl]methyl]phthalimide), O.NN (hydrazine hydrate). Solvent: C(C)O (ethanol). Yields the product BrC=1C=CC2=C(C(=NCC=3N2C(=NC3)CN(C)C)C3=NC=CC=C3)C1 (8-bromo-6-(2-pyridyl)-1-[(dimethylamino)methyl]-4H-imidazo[1,5-a][1,4]benzodiazepine). As a reaction SMILES: [Br:1][C:2]1[CH:7]=[CH:6][C:5]([N:8]2[C:12]([CH2:13][N:14]3C(=O)C4=CC=CC=C4C3=O)=[CH:11][N:10]=[C:9]2[CH2:25][N:26]([CH3:28])[CH3:27])=[C:4]([C:29]([C:31]2[CH:36]=[CH:35][CH:34]=[CH:33][N:32]=2)=O)[CH:3]=1.O.NN>C(O)C>[Br:1][C:2]1[CH:7]=[CH:6][C:5]2[N:8]3[C:9]([CH2:25][N:26]([CH3:28])[CH3:27])=[N:10][CH:11]=[C:12]3[CH2:13][N:14]=[C:29]([C:31]3[CH:36]=[CH:35][CH:34]=[CH:33][N:32]=3)[C:4]=2[CH:3]=1 |f:1.2|. Procedure details: In the manner given in Example 4, N-[[1-[4-bromo2-(2-pyridylcarbonyl)phenyl]-2-[(dimethylamino)methyl]-imidazol-5-yl]methyl]phthalimide in ethanol is heated with hydrazine hydrate to give 8-bromo-6-(2-pyridyl)-1-[(dimethylamino)methyl]-4H-imidazo[1,5-a][1,4]benzodiazepine.